From a dataset of the Open Reaction Database (ORD), a public repository of structured organic reaction records. describe an organic reaction: reactants, conditions, products, and yield Reactants: CN1C(CCCC1)CCC1=C(NC(C2=CC=C(C=C2)[N+](=O)[O-])=O)C=CC=C1 (2'-[2-(1-methyl-2-piperidyl)ethyl]-4-nitrobenzanilide), Example 2 ( a ). Reagents/catalysts: [Pd] (palladium on carbon). The solvent is C(C)O (ethanol). Product: NC1=CC=C(C(=O)NC2=C(C=CC=C2)CCC2N(CCCC2)C)C=C1 (4-amino-2'-[2-(1-methyl-2-piperidyl)-ethyl]benzanilide). Reaction SMILES: [CH3:1][N:2]1[CH2:7][CH2:6][CH2:5][CH2:4][CH:3]1[CH2:8][CH2:9][C:10]1[CH:27]=[CH:26][CH:25]=[CH:24][C:11]=1[NH:12][C:13](=[O:23])[C:14]1[CH:19]=[CH:18][C:17]([N+:20]([O-])=O)=[CH:16][CH:15]=1>[Pd].C(O)C>[NH2:20][C:17]1[CH:16]=[CH:15][C:14]([C:13]([NH:12][C:11]2[CH:24]=[CH:25][CH:26]=[CH:27][C:10]=2[CH2:9][CH2:8][CH:3]2[CH2:4][CH2:5][CH2:6][CH2:7][N:2]2[CH3:1])=[O:23])=[CH:19][CH:18]=1. Procedure details: Reduction of 2'-[2-(1-methyl-2-piperidyl)ethyl]-4-nitrobenzanilide (6.5 g., 0.018 mole) in 100 ml. of ethanol employing 2 g. of palladium on carbon catalyst (10%) according to Example 2 (a) affords 4-amino-2'-[2-(1-methyl-2-piperidyl)-ethyl]benzanilide. Crystallization of the product from acetonitrile provides the analytically pure substance, m.p. 147°-148.5° C. (corr.). Reactants: COC(=O)c1ccc(C=Cc2cc(C(C)(C)C)cc3c2CCC3(C)C)nc1, CO, Cl, [K+], [OH-]. The product is CC(C)(C)c1cc(C=Cc2ccc(C(=O)O)cn2)c2c(c1)C(C)(C)CC2. RXN SMILES: [C:1]([CH3:2])([CH3:3])([CH3:4])[c:5]1[cH:6][c:7]([CH:16]=[CH:17][c:18]2[cH:19][cH:20][c:21]([C:24](=[O:25])[O:26][CH3:27])[cH:22][n:23]2)[c:8]2[c:12]([cH:13]1)[C:11]([CH3:14])([CH3:15])[CH2:10][CH2:9]2.[CH3:29][OH:30].[ClH:28].[K+:32].[OH-:31]>>[C:1]([CH3:2])([CH3:3])([CH3:4])[c:5]1[cH:6][c:7]([CH:16]=[CH:17][c:18]2[cH:19][cH:20][c:21]([C:24](=[O:25])[OH:26])[cH:22][n:23]2)[c:8]2[c:12]([cH:13]1)[C:11]([CH3:14])([CH3:15])[CH2:10][CH2:9]2. Reaction SMILES: [C:1]([OH:20])(=[O:19])[CH2:2][CH2:3][CH2:4][CH2:5][CH2:6][CH2:7][CH2:8][CH2:9][CH2:10][CH2:11][CH2:12][CH2:13][CH2:14][CH2:15][CH2:16][CH2:17][CH3:18].O[N:22]1[C:26](=[O:27])[CH2:25][CH2:24][C:23]1=[O:28].Cl.C(N=C=NCCCN(C)C)C.S([O-])([O-])(=O)=O.[Mg+2]>ClCCl.O>[CH3:18][CH2:17][CH2:16][CH2:15][CH2:14][CH2:13][CH2:12][CH2:11][CH2:10][CH2:9][CH2:8][CH2:7][CH2:6][CH2:5][CH2:4][CH2:3][CH2:2][C:1]([O:20][N:22]1[C:26](=[O:27])[CH2:25][CH2:24][C:23]1=[O:28])=[O:19] |f:2.3,4.5|. Starting materials: C(CCCCCCCCCCCCCCCCC)(=O)O (stearic acid), ON1C(CCC1=O)=O (N-hydroxysuccinimide), Cl.C(C)N=C=NCCCN(C)C (1-ethyl-3-(3-dimethylaminopropyl)carbodiimide hydrochloride), S(=O)(=O)([O-])[O-].[Mg+2] (magnesium sulfate). The product is CCCCCCCCCCCCCCCCCC(=O)ON1C(=O)CCC1=O (N-succinimidyl stearate). The solvent is ClCCl (dichloromethane), O (water). Procedure: 1.87 g of stearic acid was dissolved in 50 ml of dichloromethane, to which 0.76 g of N-hydroxysuccinimide and 1.25 g of 1-ethyl-3-(3-dimethylaminopropyl)carbodiimide hydrochloride were added and stirred at room temperature for 24 hours. After the reaction, the solution was combined with 100 ml of water and subjected to liquid-liquid separation using a separatory funnel. The organic phase obtained was dehydrated with magnesium sulfate, and enriched using an evaporator. The enriched solution was a... Run at time 24 hour. Starting materials: C(C1=CC=C(C=C1)OC)(=O)Cl (p-anisoyl chloride), Cl (hydrochloric acid), [Cl-].[Al+3].[Cl-].[Cl-] (aluminum chloride), CN1C(=CC=C1)CC(=O)OC (methyl 1-methylpyrrole-2-acetate). The solvent is C(Cl)Cl (methylene chloride), C(Cl)Cl (methylene chloride). Conditions: time 25 minute. The product is C(C1=CC=C(C=C1)OC)(=O)C1=CC=C(N1C)CC(=O)OC (methyl 5-(p-anisoyl)-1-methylpyrrole-2-acetate). As a reaction SMILES: [C:1](Cl)(=[O:10])[C:2]1[CH:7]=[CH:6][C:5]([O:8][CH3:9])=[CH:4][CH:3]=1.[Cl-].[Al+3].[Cl-].[Cl-].[CH3:16][N:17]1[CH:21]=[CH:20][CH:19]=[C:18]1[CH2:22][C:23]([O:25][CH3:26])=[O:24].Cl>C(Cl)Cl>[C:1]([C:21]1[N:17]([CH3:16])[C:18]([CH2:22][C:23]([O:25][CH3:26])=[O:24])=[CH:19][CH:20]=1)(=[O:10])[C:2]1[CH:7]=[CH:6][C:5]([O:8][CH3:9])=[CH:4][CH:3]=1 |f:1.2.3.4|. Procedure details: A solution of 17.0 g. (0.1 mole) of p-anisoyl chloride and 13.3 g. (0.1 mole) of aluminum chloride in 200 ml. of methylene chloride is added over 5 minutes to a solution of methyl 1-methylpyrrole-2-acetate in 100 ml. of methylene chloride at ice bath temperature. The mixture is stirred for 25 minutes and poured into ice acidified with dilute hydrochloric acid. The organic layer is separated and the aqueous layer is washed with methylene chloride. The combined organic solutions are washed success... The reactants are C(CCC)N1SC2=NC3=C(N2C1=O)C=CC=C3 (2-butyl -1,2,4-thiadiazolo[4,5-a]benzimidazole-3(2H)-one), C(#N)C1=CC=C(C(=O)OC)C=C1 (methyl 4-cyanobenzoate). Run in ClCCl (dichloromethane). Product: COC(=O)C1=CC=C(C=C1)C1=NSC2=NC3=C(N21)C=CC=C3 (3-[4-(methoxycarbonyl)phenyl]-1,2,4-thiadiazolo [4,5-a]benzimidazole). Isolated yield 20.7%. RXN SMILES: C([N:5]1[C:12](=O)[N:11]2[C:7](=[N:8][C:9]3[CH:17]=[CH:16][CH:15]=[CH:14][C:10]=32)[S:6]1)CCC.C([C:20]1[CH:29]=[CH:28][C:23]([C:24]([O:26][CH3:27])=[O:25])=[CH:22][CH:21]=1)#N>ClCCl>[CH3:27][O:26][C:24]([C:23]1[CH:28]=[CH:29][C:20]([C:12]2[N:11]3[C:7](=[N:8][C:9]4[CH:17]=[CH:16][CH:15]=[CH:14][C:10]=43)[S:6][N:5]=2)=[CH:21][CH:22]=1)=[O:25]. Procedure: A mixture of 2-butyl -1,2,4-thiadiazolo[4,5-a]benzimidazole-3(2H)-one (0.3 g, 1.2 mole) and methyl 4-cyanobenzoate (0.41 g, 2.5 mmole) in 7 mL of dichloromethane was heated to reflux for 20 h. The precipitate was filtered and washed with dichloromethane to give 0.16 g (48%) of 3-[4-(methoxycarbonyl)phenyl]-1,2,4-thiadiazolo [4,5-a]benzimidazole as a white solid: mp 204°-206° C.; 1H NMR (CDCl3) δ8.33 (d, 2H), 7.98 (d, 2H), 7.83 (d, 1H), 7.49 (m, 2H), 7.20 (t, 1H), 4.02 (s, 3H) ppm; 13C NMR (CDCl3... Reactants: C(C)(C)(C)OC(=O)NC=1C(=CC(=C(C1)N1CCN(CC1)C(=O)OC(C)(C)C)Cl)C(=O)OC (tert-butyl 4-(5-(tert-butoxycarbonylamino)-2-chloro-4-(methoxycarbonyl)phenyl)piperazine-1-carboxylate), C(=O)(C(F)(F)F)O (TFA). The solvent is C(Cl)Cl (DCM). Product: NC1=C(C(=O)OC)C=C(C(=C1)N1CCNCC1)Cl (methyl 2-amino-5-chloro-4-(piperazin-1-yl)benzoate). The yield is 119.1%. RXN SMILES: C(OC([NH:8][C:9]1[C:10]([C:29]([O:31][CH3:32])=[O:30])=[CH:11][C:12]([Cl:28])=[C:13]([N:15]2[CH2:20][CH2:19][N:18](C(OC(C)(C)C)=O)[CH2:17][CH2:16]2)[CH:14]=1)=O)(C)(C)C.C(O)(C(F)(F)F)=O>C(Cl)Cl>[NH2:8][C:9]1[CH:14]=[C:13]([N:15]2[CH2:20][CH2:19][NH:18][CH2:17][CH2:16]2)[C:12]([Cl:28])=[CH:11][C:10]=1[C:29]([O:31][CH3:32])=[O:30]. Reported procedure: A solution of tert-butyl 4-(5-(tert-butoxycarbonylamino)-2-chloro-4-(methoxycarbonyl)phenyl)piperazine-1-carboxylate (130 mg, 0.277 mmol) and TFA (0.4 mL, 5.19 mmol) in DCM (0.4 mL) was stirred at RT for one hour. Solvent was evaporated in vacuo to give 89 mg of methyl 2-amino-5-chloro-4-(piperazin-1-yl)benzoate. HPLC/MS showed MS (ESI+) (m/z) 270 ([M+H]+). Reactants: CO, ClCCl, NC(=O)C1=Cc2ccccc2-c2cc3ccc(C(N)=O)cc3n2C1. Yields the product NC(=O)C1=Cn2c(cc3ccc(C(N)=O)cc32)-c2ccccc2C1. As a reaction SMILES: [CH3:25][OH:26].[Cl:27][CH2:28][Cl:29].[cH:1]1[cH:2][cH:3][cH:4][c:5]2[c:11]1-[c:10]1[n:9]([c:18]3[c:13]([cH:12]1)[cH:14][cH:15][c:16]([C:19](=[O:20])[NH2:21])[cH:17]3)[CH2:8][C:7]([C:22](=[O:23])[NH2:24])=[CH:6]2>>[cH:1]1[cH:2][cH:3][cH:4][c:5]2[c:11]1-[c:10]1[n:9]([c:18]3[c:13]([cH:12]1)[cH:14][cH:15][c:16]([C:19](=[O:20])[NH2:21])[cH:17]3)[CH:8]=[C:7]([C:22](=[O:23])[NH2:24])[CH2:6]2. The reactants are COC(=O)CCCCC#CCn1ccnc1, CO, [H][H], [Pd], c1ccc2ncccc2c1. The product is COC(=O)CCCCC=CCn1ccnc1. As a reaction SMILES: [CH3:1][O:2][C:3](=[O:4])[CH2:5][CH2:6][CH2:7][CH2:8][C:9]#[C:10][CH2:11][n:12]1[cH:13][n:14][cH:15][cH:16]1.[CH3:29][OH:30].[H:27][H:28].[Pd:31].[cH:17]1[cH:18][c:19]2[c:20]([n:21][cH:22][cH:23][cH:24]2)[cH:25][cH:26]1>>[CH3:1][O:2][C:3](=[O:4])[CH2:5][CH2:6][CH2:7][CH2:8][CH:9]=[CH:10][CH2:11][n:12]1[cH:13][n:14][cH:15][cH:16]1.